describe an organic reaction: reactants, conditions, products, and yield From a dataset of the Open Reaction Database (ORD), a public repository of structured organic reaction records. The reactants are C1CCOC1, Cc1cc(F)ccc1-c1nc(S(C)(=O)=O)nc2c1ccc(=O)n2-c1c(F)cccc1F, NCC(F)(F)F. The product is Cc1cc(F)ccc1-c1nc(NCC(F)(F)F)nc2c1ccc(=O)n2-c1c(F)cccc1F. As a reaction SMILES: [CH2:38]1[O:39][CH2:40][CH2:41][CH2:42]1.[F:1][c:2]1[c:3](-[n:9]2[c:10](=[O:31])[cH:11][cH:12][c:13]3[c:14]2[n:15][c:16]([S:27]([CH3:28])(=[O:29])=[O:30])[n:17][c:18]3-[c:19]2[c:20]([CH3:26])[cH:21][c:22]([F:25])[cH:23][cH:24]2)[c:4]([F:8])[cH:5][cH:6][cH:7]1.[F:32][C:33]([CH2:34][NH2:35])([F:36])[F:37]>>[F:1][c:2]1[c:3](-[n:9]2[c:10](=[O:31])[cH:11][cH:12][c:13]3[c:14]2[n:15][c:16]([NH:35][CH2:34][C:33]([F:32])([F:36])[F:37])[n:17][c:18]3-[c:19]2[c:20]([CH3:26])[cH:21][c:22]([F:25])[cH:23][cH:24]2)[c:4]([F:8])[cH:5][cH:6][cH:7]1. RXN SMILES: [CH:1]1([CH2:4][NH2:5])[CH2:3][CH2:2]1.[C:6]([C:8]1[C:16]2[C:11](=[CH:12][CH:13]=[C:14]([CH2:17][CH2:18][NH:19][C:20](=[O:34])[C:21]3[CH:26]=[CH:25][C:24]([C:27]4[CH:32]=[CH:31][N:30]=[C:29](Cl)[N:28]=4)=[CH:23][CH:22]=3)[CH:15]=2)[NH:10][CH:9]=1)#[N:7]>>[C:6]([C:8]1[C:16]2[C:11](=[CH:12][CH:13]=[C:14]([CH2:17][CH2:18][NH:19][C:20](=[O:34])[C:21]3[CH:26]=[CH:25][C:24]([C:27]4[CH:32]=[CH:31][N:30]=[C:29]([NH:5][CH2:4][CH:1]5[CH2:3][CH2:2]5)[N:28]=4)=[CH:23][CH:22]=3)[CH:15]=2)[NH:10][CH:9]=1)#[N:7]. The reactants are C1(CC1)CN (cyclopropylmethyl-amine), C(#N)C1=CNC2=CC=C(C=C12)CCNC(C1=CC=C(C=C1)C1=NC(=NC=C1)Cl)=O (N-[2-(3-Cyano-1H-indol-5-yl)-ethyl]-4-[2-chloro-pyrimidin-4-yl]-benzamide). Procedure: Using cyclopropylmethyl-amine and N-[2-(3-Cyano-1H-indol-5-yl)-ethyl]-4-[2-chloro-pyrimidin-4-yl]-benzamide (reference example 1az) as substrates. 1H NMR (DMSO) δ 0.26 (m, 2H); 0.44 (m, 2H); 3.00 (bt, 2H, J=7 Hz); 3.25 (bs, 2H); 3.56 (m, 2H); 7.20 (m, 2H); 7.36 (bt, 1H); 7.50 (m, 2H); 7.94 (d, 2H, J=8 Hz); 8.29 (m, 3H); 8.38 (d, 1H, J=5 Hz); 8.69 (bt, 1H); 12.15 (bs, 1H). MS (ion spray) m/z 437 (M+H)+. Product: C(#N)C1=CNC2=CC=C(C=C12)CCNC(C1=CC=C(C=C1)C1=NC(=NC=C1)NCC1CC1)=O (N-[2-(3-cyano-1H-indol-5-yl)-ethyl]-4-[2-(cyclopropylmethyl-amino)-pyrimidin-4-yl]-benzamide). The reactants are CC(C)([O-])C.[K+] (potassium tert-butoxide), ClCC(=O)O[C@H]1[C@H](C2=CC=CC=C2C1)N(CC)CC ((1S,2R)-1-(diethylamino)-2-indanyl chloroacetate), COC1=CC=C(C=C1)C=O (p-anisic aldehyde). The solvent is C1(=CC=CC=C1)C (toluene). Run at temperature 25 celsius, time 7.5 minute. Yields the product C(C)N([C@@H]1[C@@H](CC2=CC=CC=C12)OC(=O)[C@@H]1O[C@H]1C1=CC=C(C=C1)OC)CC ((2R,3S)-3-(4-Methoxyphenyl)oxirane-2-carboxylic (1S,2R)-1-(diethylamino)-2-indanyl ester). As a reaction SMILES: CC(C)([O-])C.[K+].Cl[CH2:8][C:9]([O:11][C@@H:12]1[CH2:20][C:19]2[C:14](=[CH:15][CH:16]=[CH:17][CH:18]=2)[C@@H:13]1[N:21]([CH2:24][CH3:25])[CH2:22][CH3:23])=[O:10].[CH3:26][O:27][C:28]1[CH:33]=[CH:32][C:31]([CH:34]=[O:35])=[CH:30][CH:29]=1>C1(C)C=CC=CC=1>[CH2:22]([N:21]([CH2:24][CH3:25])[C@H:13]1[C:14]2[C:19](=[CH:18][CH:17]=[CH:16][CH:15]=2)[CH2:20][C@H:12]1[O:11][C:9]([C@H:8]1[C@H:34]([C:31]2[CH:32]=[CH:33][C:28]([O:27][CH3:26])=[CH:29][CH:30]=2)[O:35]1)=[O:10])[CH3:23] |f:0.1|. Reported procedure: In 5-10 min., 0.95 grams (8.5 mmol) of potassium tert-butoxide was added, in small portions, to a solution of 2.05 grams (7.3 mmol) of (1S,2R)-1-(diethylamino)-2-indanyl chloroacetate and 1.0 gram (7.3 mmol) of p-anisic aldehyde in 40 ml of toluene at 20° C. The temperature increased to 25° C. After 30 minutes' stirring the reaction was quenched using a diluted NaHCO3 solution in water. The organic layer was separated and washed with water, dried using Na2SO4 and evaporated. Yield: 2.75 grams (9... Starting materials: ClC=1C=CC(=C2N3C(=NC21)N(CC3)C3=C(C=C(C=C3C)Cl)Cl)C(=O)OC (methyl 8-chloro-1-(2,4-dichloro-6-methylphenyl)-2,3-dihydro-1H-imidazo[1,2-a]benzimidazole-5-carboxylate), [BH4-].[Li+] (lithium tetrahydroborate), [Cl-].[NH4+] (ammonium chloride). The solvent is O1CCCC1 (tetrahydrofuran). Run at time 2 day. Yields the product ClC1=CC=C(C=2N3C(=NC21)N(CC3)C3=C(C=C(C=C3C)Cl)Cl)CO ([8-Chloro-1-(2,4-dichloro-6-methylphenyl)-2,3-dihydro-1H-imidazo[1,2-a]benzimidazol-5-yl]methanol). The yield is 88.3%. As a reaction SMILES: [Cl:1][C:2]1[CH:3]=[CH:4][C:5]([C:23](OC)=[O:24])=[C:6]2[C:10]=1[N:9]=[C:8]1[N:11]([C:14]3[C:19]([CH3:20])=[CH:18][C:17]([Cl:21])=[CH:16][C:15]=3[Cl:22])[CH2:12][CH2:13][N:7]21.[BH4-].[Li+].[Cl-].[NH4+]>O1CCCC1>[Cl:1][C:2]1[C:10]2[N:9]=[C:8]3[N:11]([C:14]4[C:19]([CH3:20])=[CH:18][C:17]([Cl:21])=[CH:16][C:15]=4[Cl:22])[CH2:12][CH2:13][N:7]3[C:6]=2[C:5]([CH2:23][OH:24])=[CH:4][CH:3]=1 |f:1.2,3.4|. Reported procedure: To a solution of methyl 8-chloro-1-(2,4-dichloro-6-methylphenyl)-2,3-dihydro-1H-imidazo[1,2-a]benzimidazole-5-carboxylate (200 mg, 0.487 mmol) in tetrahydrofuran (10 mL) was added lithium tetrahydroborate (53 mg, 2.43 mmol) at 0° C. The reaction mixture was stirred at room temperature for 2 days. Aqueous ammonium chloride was added to the reaction mixture at 0° C. and the mixture was concentrated in vacuo. The precipitated solid was collected by filtration, washed with water, 2-propanol and diis... The reactants are secondary amines, C(C)(CC)Br (sec-butyl bromide), [Li]N([Si](C)(C)C)[Si](C)(C)C (LiN(TMS)2), C(=O)(OC)C(C1=CC=CC=C1)NC1=CC=C(C=C1)CN1C(=NC=2C1=NC(=CC2C)C)CC (3-[4-(N-(1-carbomethoxy-1-phenylmethyl)amino)phenylmethyl]-5,7-dimethyl-2-ethyl-3H-imidazo-[4,5-b]pyridine). Product: C(=O)(OC)C(C1=CC=CC=C1)N(C(C)CC)C1=CC=C(C=C1)CN1C(=NC=2C1=NC(=CC2C)C)CC (3-[4-(N-(1-carbomethoxy-1-phenylmethyl)-N-sec-butylamino)phenylmethyl]-5,7-dimethyl-2-ethyl-3H-imidazo[4,5-b]-pyridine). RXN SMILES: [Li]N([Si](C)(C)C)[Si](C)(C)C.[C:11]([CH:15]([NH:22][C:23]1[CH:28]=[CH:27][C:26]([CH2:29][N:30]2[C:34]3=[N:35][C:36]([CH3:40])=[CH:37][C:38]([CH3:39])=[C:33]3[N:32]=[C:31]2[CH2:41][CH3:42])=[CH:25][CH:24]=1)[C:16]1[CH:21]=[CH:20][CH:19]=[CH:18][CH:17]=1)([O:13][CH3:14])=[O:12].[CH:43](Br)([CH2:45][CH3:46])[CH3:44]>>[C:11]([CH:15]([N:22]([C:23]1[CH:28]=[CH:27][C:26]([CH2:29][N:30]2[C:34]3=[N:35][C:36]([CH3:40])=[CH:37][C:38]([CH3:39])=[C:33]3[N:32]=[C:31]2[CH2:41][CH3:42])=[CH:25][CH:24]=1)[CH:43]([CH2:45][CH3:46])[CH3:44])[C:16]1[CH:17]=[CH:18][CH:19]=[CH:20][CH:21]=1)([O:13][CH3:14])=[O:12]. Procedure details: Using the general procedure for the alkylation of secondary amines with LiN(TMS)2 described in Step A of Example 29, 3-[4-(N-(1-carbomethoxy -1-phenylmethyl)amino)phenylmethyl]-5,7-dimethyl-2-ethyl-3H-imidazo[4,5-b]-pyridine (Step A, Example 28) was alkylated with sec-butyl bromide. Standard workup and purification by flash chromatography afforded the title compound. Reactants: CC1=C(N=C(O1)C1=CC=CC=C1)COC1=CC=C(CON)C=C1 (4-(5-methyl-2-phenyl-4-oxazolylmethoxy)benzyloxyamine), O=C(CCC(=O)OCC)C=1C=NC=CC1 (ethyl 4-oxo-4-(3-pyridyl)butyrate), C(C)(=O)O (acetic acid), C(C)(=O)[O-].[Na+] (sodium acetate). The solvent is O (Water), C(C)(=O)OCC.CCCCCC (ethyl acetate hexane), C(C)O (ethanol). The product is CC1=C(N=C(O1)C1=CC=CC=C1)COC1=CC=C(CON=C(CCC(=O)OCC)C=2C=NC=CC2)C=C1 (ethyl 4-[4-(5-methyl-2-phenyl-4-oxazolylmethoxy)benzyloxyimino]-4-(3-pyridyl)butyrate). Isolated yield 73.3%. RXN SMILES: [CH3:1][C:2]1[O:6][C:5]([C:7]2[CH:12]=[CH:11][CH:10]=[CH:9][CH:8]=2)=[N:4][C:3]=1[CH2:13][O:14][C:15]1[CH:23]=[CH:22][C:18]([CH2:19][O:20][NH2:21])=[CH:17][CH:16]=1.O=[C:25]([C:33]1[CH:34]=[N:35][CH:36]=[CH:37][CH:38]=1)[CH2:26][CH2:27][C:28]([O:30][CH2:31][CH3:32])=[O:29].C(O)(=O)C.C([O-])(=O)C.[Na+]>C(OCC)(=O)C.CCCCCC.O.C(O)C>[CH3:1][C:2]1[O:6][C:5]([C:7]2[CH:8]=[CH:9][CH:10]=[CH:11][CH:12]=2)=[N:4][C:3]=1[CH2:13][O:14][C:15]1[CH:16]=[CH:17][C:18]([CH2:19][O:20][N:21]=[C:25]([C:33]2[CH:34]=[N:35][CH:36]=[CH:37][CH:38]=2)[CH2:26][CH2:27][C:28]([O:30][CH2:31][CH3:32])=[O:29])=[CH:22][CH:23]=1 |f:3.4,5.6|. Procedure details: After a mixture of 4-(5-methyl-2-phenyl-4-oxazolylmethoxy)benzyloxyamine (500 mg), ethyl 4-oxo-4-(3-pyridyl)butyrate (367 mg), acetic acid (0.276 ml), sodium acetate (264 mg) and ethanol (20 ml) was heated to reflux for 20 hours, the mixture was cooled to room temperature. Water was added to the reaction mixture and extracted with ethyl acetate. The ethyl acetate layer was washed with an aqueous saturated solution of sodium chloride, dried (MgSO4) and concentrated. The residue was subjected to s...